describe an organic reaction: reactants, conditions, products, and yield From a dataset of the Open Reaction Database (ORD), a public repository of structured organic reaction records. Run in C(C)(=O)OCC (ethyl acetate), C(Cl)Cl (methylene chloride), C(C)(=O)OCC (ethyl acetate). RXN SMILES: Cl.[NH2:2][C:3]([CH3:10])([CH2:8][CH3:9])[C:4](=[O:7])[CH2:5][Cl:6].O.C(=O)(O)[O-].[Na+].[NH2:17][C:18]1[C:26]([CH:27]=[N:28][O:29][CH3:30])=[CH:25][C:21]([C:22](Cl)=[O:23])=[CH:20][C:19]=1[Cl:31]>C(OCC)(=O)C.C(Cl)Cl>[NH2:17][C:18]1[C:26]([CH:27]=[N:28][O:29][CH3:30])=[CH:25][C:21]([C:22]([NH:2][C:3]([CH2:8][CH3:9])([CH3:10])[C:4](=[O:7])[CH2:5][Cl:6])=[O:23])=[CH:20][C:19]=1[Cl:31] |f:0.1,3.4|. Reported procedure: In a 5-liter three-necked round bottomed flask was placed 93 g of 3-amino-1-chloro-3-methyl-2-pentanone hydrochloride and 885 mL of water. To the resulting solution were added 138.6 g of sodium bicarbonate followed by 500 mL of ethyl acetate. To the resulting well-stirred mixture was added 123.5 g of 4-amino-3-chloro-5-methoxyiminomethylbenzoyl chloride dissolved in 1000 mL of ethyl acetate at room temperature over a period of 50 minutes. After the addition was complete the reaction mixture was ... Product: NC1=C(C=C(C(=O)NC(C(CCl)=O)(C)CC)C=C1C=NOC)Cl (4-amino-3-chloro-5-methoxyiminomethyl-N-(3-chloro-1-ethyl-1-methyl-2-oxopropyl)benzamide). Yield: 74.0%. Reactants: Cl.NC(C(CCl)=O)(CC)C (3-amino-1-chloro-3-methyl-2-pentanone hydrochloride), NC1=C(C=C(C(=O)Cl)C=C1C=NOC)Cl (4-amino-3-chloro-5-methoxyiminomethylbenzoyl chloride), O (water), C([O-])(O)=O.[Na+] (sodium bicarbonate). As a reaction SMILES: [Cl:1][C:2]1[CH:8]=[CH:7][C:5]([NH2:6])=[C:4]([F:9])[CH:3]=1.[Li]CCCC.Cl[Si](C)(C)CC[Si](Cl)(C)C.Cl[C:26]([O:28][CH2:29][C:30]1[CH:35]=[CH:34][CH:33]=[CH:32][CH:31]=1)=[O:27]>C1COCC1>[NH2:6][C:5]1[C:4]([F:9])=[C:3]([C:2]([Cl:1])=[CH:8][CH:7]=1)[C:26]([O:28][CH2:29][C:30]1[CH:35]=[CH:34][CH:33]=[CH:32][CH:31]=1)=[O:27]. Reported procedure: A flame dried flask equipped with a stir bar and rubber septum was charged with 4-chloro-2-fluoroaniline (5.00 g, 34.35 mmol) and dry THF (170 mL). This solution was chilled to −78° C., and n-BuLi (14.7 mL, 1.07 eq. of 2.5M solution in hexanes) was then added over a 15 minute period. This mixture was stirred at −78° C. for 20 minutes, and then a THF solution (25 mL) of 1,2-bis(chlorodimethylsilyl)ethane (7.76 g, 1.05 eq.) was added slowly (over a 10 minute period) to the reaction mixture. This w... Starting materials: [Li]CCCC (n-BuLi), hexanes, Cl[Si](CC[Si](C)(C)Cl)(C)C (1,2-bis(chlorodimethylsilyl)ethane), ClC(=O)OCC1=CC=CC=C1 (Benzyl chloroformate), [Li]CCCC (n-BuLi), ClC1=CC(=C(N)C=C1)F (4-chloro-2-fluoroaniline), [Li]CCCC (n-BuLi). The product is NC=1C(=C(C(=O)OCC2=CC=CC=C2)C(=CC1)Cl)F (benzyl 3-amino-6-chloro-2-fluorobenzoate). Conditions: temperature -78 celsius, time 20 minute. The yield is 44.8%. Solvent: C1CCOC1 (THF), C1CCOC1 (THF). Starting materials: O (water), N1=CC=CC=C1 (Pyridine), S(N)(=O)(=O)Cl (sulfamoyl chloride), NC=1C=C(C=C(C1)O)C1=CN(C=2N=CN=C(C21)N[C@@H](C)C2=NN1C(C(N2C2=CC=CC=C2)=O)=C(C=C1)C)COCC[Si](C)(C)C ((S)-2-(1-((5-(3-Amino-5-hydroxyphenyl)-7-((2-(trimethylsilyl)ethoxy)methyl)-7H-pyrrolo[2,3-d]pyrimidin-4-yl)amino)ethyl)-5-methyl-3-phenylpyrrolo[2,1-f][1,2,4]triazin-4(3H)-one). Run in O1CCCC1 (tetrahydrofuran). Conditions: time 2 hour. Yields the product OC=1C=C(C=C(C1)C1=CN(C=2N=CN=C(C21)N[C@@H](C)C2=NN1C(C(N2C2=CC=CC=C2)=O)=C(C=C1)C)COCC[Si](C)(C)C)NS(=O)(=O)N (N-[3-Hydroxy-5-(4-{[(1S)-1-(5-methyl-4-oxo-3-phenyl-3,4-dihydropyrrolo[2,1-f][1,2,4]triazin-2-yl)ethyl]amino}-7-{[2-(trimethylsilyl)ethoxy]methyl}-7H-pyrrolo[2,3-d]pyrimidin-5-yl)phenyl]sulfamide). Yield: 67.7%. RXN SMILES: [NH2:1][C:2]1[CH:3]=[C:4]([C:9]2[C:17]3[C:16]([NH:18][C@H:19]([C:21]4[N:26]([C:27]5[CH:32]=[CH:31][CH:30]=[CH:29][CH:28]=5)[C:25](=[O:33])[C:24]5=[C:34]([CH3:37])[CH:35]=[CH:36][N:23]5[N:22]=4)[CH3:20])=[N:15][CH:14]=[N:13][C:12]=3[N:11]([CH2:38][O:39][CH2:40][CH2:41][Si:42]([CH3:45])([CH3:44])[CH3:43])[CH:10]=2)[CH:5]=[C:6]([OH:8])[CH:7]=1.N1C=CC=CC=1.[S:52](Cl)(=[O:55])(=[O:54])[NH2:53].O>O1CCCC1>[OH:8][C:6]1[CH:7]=[C:2]([NH:1][S:52]([NH2:53])(=[O:55])=[O:54])[CH:3]=[C:4]([C:9]2[C:17]3[C:16]([NH:18][C@H:19]([C:21]4[N:26]([C:27]5[CH:32]=[CH:31][CH:30]=[CH:29][CH:28]=5)[C:25](=[O:33])[C:24]5=[C:34]([CH3:37])[CH:35]=[CH:36][N:23]5[N:22]=4)[CH3:20])=[N:15][CH:14]=[N:13][C:12]=3[N:11]([CH2:38][O:39][CH2:40][CH2:41][Si:42]([CH3:43])([CH3:45])[CH3:44])[CH:10]=2)[CH:5]=1. Procedure details: (S)-2-(1-((5-(3-Amino-5-hydroxyphenyl)-7-((2-(trimethylsilyl)ethoxy)methyl)-7H-pyrrolo[2,3-d]pyrimidin-4-yl)amino)ethyl)-5-methyl-3-phenylpyrrolo[2,1-f][1,2,4]triazin-4(3H)-one (50 mg, 0.08 mmol) was dissolved in 0.75 ml tetrahydrofuran. Pyridine (10 μl, 0.12 mmol) and sulfamoyl chloride (11 mg, 0.10 mmol) were added and the mixture was stirred at room temperature during 2 h. The reaction was poured into water and extracted twice with ethyl acetate. The organics were combined and washed with wat... Reactants: C(C)(C)C1=CC=C(C=C1)C=1N=CNC1 (4-(4-isopropyl-phenyl)-1H-imidazole), C(=O)(OC)C=1C=C(C=CC1)B(O)O (3-carbomethoxy-phenylboronic acid), N1=CC=CC=C1 (pyridine). Reagents/catalysts: CC(=O)[O-].CC(=O)[O-].[Cu+2] (Cu(OAc)2). The solvent is ClCCl (dichloromethane). Run at time 14 hour. Yields the product C(C)(C)C1=CC=C(C=C1)C=1N=CN(C1)C=1C=C(C(=O)OC)C=CC1 (methyl 3-[4-(4-isopropyl-phenyl)-imidazol-1-yl]-benzoate). RXN SMILES: [CH:1]([C:4]1[CH:9]=[CH:8][C:7]([C:10]2[N:11]=[CH:12][NH:13][CH:14]=2)=[CH:6][CH:5]=1)([CH3:3])[CH3:2].[C:15]([C:19]1[CH:20]=[C:21](B(O)O)[CH:22]=[CH:23][CH:24]=1)([O:17][CH3:18])=[O:16].N1C=CC=CC=1>ClCCl.CC([O-])=O.CC([O-])=O.[Cu+2]>[CH:1]([C:4]1[CH:5]=[CH:6][C:7]([C:10]2[N:11]=[CH:12][N:13]([C:23]3[CH:24]=[C:19]([CH:20]=[CH:21][CH:22]=3)[C:15]([O:17][CH3:18])=[O:16])[CH:14]=2)=[CH:8][CH:9]=1)([CH3:3])[CH3:2] |f:4.5.6|. Procedure: A solution of 4-(4-isopropyl-phenyl)-1H-imidazole (190 mg), 3-carbomethoxy-phenylboronic acid (360 mg) and Cu(OAc)2 (300 mg) in dichloromethane (15 mL) is treated with pyridine (160 mg) and 4 Å molecular sieves (500 mg). The mixture is stirred in the presence of air for 14 h then filtered through celite, and the celite pad is washed well with ethyl acetate. The filtrate and washing are combined and evaporated, and the residual material is separated by column chromatography to afford the product,... Starting materials: S1C(SCCC1)=C(CCC(=O)OC)C1=CC=C(C=C1)OC1=CC=CC=C1 (Methyl 4-(1,3-dithian-2-ylidene)-4-(4-phenoxyphenyl)-butyrate), O (Water). Run in O1CCCC1 (tetrahydrofuran), C(C)O (ethanol), [OH-].[Na+] (sodium hydroxide). Run at time 2 hour. Product: S1C(SCCC1)=C(CCC(=O)O)C1=CC=C(C=C1)OC1=CC=CC=C1 (4-(1,3-Dithian-2-ylidene)-4-(4-phenoxyphenyl)butyric acid). Yield: 97.0%. Reaction SMILES: [S:1]1[CH2:6][CH2:5][CH2:4][S:3][C:2]1=[C:7]([C:14]1[CH:19]=[CH:18][C:17]([O:20][C:21]2[CH:26]=[CH:25][CH:24]=[CH:23][CH:22]=2)=[CH:16][CH:15]=1)[CH2:8][CH2:9][C:10]([O:12]C)=[O:11].O>O1CCCC1.C(O)C.[OH-].[Na+]>[S:1]1[CH2:6][CH2:5][CH2:4][S:3][C:2]1=[C:7]([C:14]1[CH:19]=[CH:18][C:17]([O:20][C:21]2[CH:22]=[CH:23][CH:24]=[CH:25][CH:26]=2)=[CH:16][CH:15]=1)[CH2:8][CH2:9][C:10]([OH:12])=[O:11] |f:4.5|. Reported procedure: Methyl 4-(1,3-dithian-2-ylidene)-4-(4-phenoxyphenyl)-butyrate, 1.29 g, was dissolved in a solvent mixture of 30 ml of tetrahydrofuran and 30 ml of ethanol and, 10 ml of 1 N sodium hydroxide aqueous solution was added to the solution followed by stirring at room temperature for 2 hours. Water was added to the reaction mixture. After washing with ethyl acetate, the aqueous phase was rendered acidic with conc. hydrochloric acid and extracted with ethyl acetate. After drying the ethyl acetate phase ... Starting materials: N,N-dimethylaminopyridine, C1=C(C=CC2=CC=CC=C12)S(=O)(=O)Cl (2-napthalenesulfonyl chloride), NC=1C=C(C(=O)OC)C=CC1 (methyl 3-aminobenzoate), O1CCCC1 (tetrahydrofuran), C1=C(C=CC2=CC=CC=C12)S(=O)(=O)Cl (2-napthalenesulfonyl chloride). Solvent: C(C)N(CC)CC (triethylamine). Run at time 10 minute. Product: C1=C(C=CC2=CC=CC=C12)S(=O)(=O)N(C=1C=C(C(=O)OC)C=CC1)S(=O)(=O)C1=CC2=CC=CC=C2C=C1 (Methyl 3-[Bis[(2-naphthalenyl)sulfonyl]amino]benzoate). Isolated yield 140.5%. As a reaction SMILES: [NH2:1][C:2]1[CH:3]=[C:4]([CH:9]=[CH:10][CH:11]=1)[C:5]([O:7][CH3:8])=[O:6].O1[CH2:16][CH2:15][CH2:14][CH2:13]1.[CH:17]1[C:26]2[C:21](=[CH:22][CH:23]=[CH:24][CH:25]=2)[CH:20]=[CH:19][C:18]=1[S:27](Cl)(=[O:29])=[O:28]>C(N(CC)CC)C>[CH:13]1[C:26]2[C:17](=[CH:18][CH:19]=[CH:20][CH:21]=2)[CH:16]=[CH:15][C:14]=1[S:27]([N:1]([S:27]([C:18]1[CH:19]=[CH:20][C:21]2[C:26](=[CH:25][CH:24]=[CH:23][CH:22]=2)[CH:17]=1)(=[O:29])=[O:28])[C:2]1[CH:3]=[C:4]([CH:9]=[CH:10][CH:11]=1)[C:5]([O:7][CH3:8])=[O:6])(=[O:29])=[O:28]. Procedure: To 1.0 g of methyl 3-aminobenzoate (6) (6.62 mmol) in 10 mL of tetrahydrofuran containing 2 mL (14.4 mmol) of triethylamine was added 1.58 g (6.96 mmol) of 2-napthalenesulfonyl chloride. After 10 min, 100 mg of N,N-dimethylaminopyridine was added. After 15 min, another 600 mg of 2-napthalenesulfonyl chloride was added. After stirring for 30 min, the reaction mixture was quenched with 2N HCl and then extracted into ether. The ethereal phase was washed sequentially with water and saturated NaHCO3,... The reactants are [Br-], CCOC(=O)c1ccc(C=O)cc1, C1CCOC1, CC(c1cc2c(s1)C(C)(C)CCC2(C)C)[P+](c1ccccc1)(c1ccccc1)c1ccccc1. Yields the product CCOC(=O)c1ccc(C=C(C)c2cc3c(s2)C(C)(C)CCC3(C)C)cc1. RXN SMILES: [Br-:1].[CH2:36]([CH3:37])[O:38][C:39](=[O:40])[c:41]1[cH:42][cH:43][c:44]([CH:45]=[O:46])[cH:47][cH:48]1.[CH2:49]1[O:50][CH2:51][CH2:52][CH2:53]1.[CH3:2][C:3]1([CH3:35])[CH2:4][CH2:5][C:6]([CH3:33])([CH3:34])[c:7]2[s:8][c:9]([CH:12]([CH3:13])[P+:14]([c:15]3[cH:16][cH:17][cH:18][cH:19][cH:20]3)([c:21]3[cH:22][cH:23][cH:24][cH:25][cH:26]3)[c:27]3[cH:28][cH:29][cH:30][cH:31][cH:32]3)[cH:10][c:11]21>>[CH3:2][C:3]1([CH3:35])[CH2:4][CH2:5][C:6]([CH3:33])([CH3:34])[c:7]2[s:8][c:9]([C:12]([CH3:13])=[CH:45][c:44]3[cH:43][cH:42][c:41]([C:39]([O:38][CH2:36][CH3:37])=[O:40])[cH:48][cH:47]3)[cH:10][c:11]21. The reactants are Cc1ccnc(Nc2ncc(Sc3ccnc(C(=O)O)c3F)s2)c1, CN1CCC(CN)(c2ccccc2F)CC1. Product: Cc1ccnc(Nc2ncc(Sc3ccnc(C(=O)NCC4(c5ccccc5F)CCN(C)CC4)c3F)s2)c1. Reaction SMILES: [F:1][c:2]1[c:3]([C:22](=[O:23])[OH:24])[n:4][cH:5][cH:6][c:7]1[S:8][c:9]1[cH:10][n:11][c:12]([NH:14][c:15]2[n:16][cH:17][cH:18][c:19]([CH3:21])[cH:20]2)[s:13]1.[F:25][c:26]1[c:27]([C:32]2([CH2:39][NH2:40])[CH2:33][CH2:34][N:35]([CH3:38])[CH2:36][CH2:37]2)[cH:28][cH:29][cH:30][cH:31]1>>[F:1][c:2]1[c:3]([C:22](=[O:24])[NH:40][CH2:39][C:32]2([c:27]3[c:26]([F:25])[cH:31][cH:30][cH:29][cH:28]3)[CH2:33][CH2:34][N:35]([CH3:38])[CH2:36][CH2:37]2)[n:4][cH:5][cH:6][c:7]1[S:8][c:9]1[cH:10][n:11][c:12]([NH:14][c:15]2[n:16][cH:17][cH:18][c:19]([CH3:21])[cH:20]2)[s:13]1. Starting materials: C(CC)C1=NC2=C(N1CC1=CC=C(C=C1)C1=C(C=CC=C1)C#N)C=C(C=C2C(C)C)N2C(C1=CC=CC=C1C2)=O (4'-[[2-n-propyl-4-isopropyl-6-(1-oxo-isoindolin-2-yl)-benzimidazol-1-yl]-methyl]-2- cyano-biphenyl), [N-]=[N+]=[N-].[Na+] (sodium azide). Run in CN(C=O)C (dimethylformamide). The product is C(CC)C1=NC2=C(N1CC1=CC=C(C=C1)C1=C(C=CC=C1)C1=NN=NN1)C=C(C=C2C(C)C)N2C(C1=CC=CC=C1C2)=O (4'-[[2-n-Propyl-4-isopropyl-6-(1-oxo-isoindolin-2-yl)-benzimidazol-1-yl]-methyl]-2-(1H-tetrazol-5-yl)-biphenyl). RXN SMILES: [CH2:1]([C:4]1[N:8]([CH2:9][C:10]2[CH:15]=[CH:14][C:13]([C:16]3[CH:21]=[CH:20][CH:19]=[CH:18][C:17]=3[C:22]#[N:23])=[CH:12][CH:11]=2)[C:7]2[CH:24]=[C:25]([N:31]3[CH2:39][C:38]4[C:33](=[CH:34][CH:35]=[CH:36][CH:37]=4)[C:32]3=[O:40])[CH:26]=[C:27]([CH:28]([CH3:30])[CH3:29])[C:6]=2[N:5]=1)[CH2:2][CH3:3].[N-:41]=[N+:42]=[N-:43].[Na+]>CN(C)C=O>[CH2:1]([C:4]1[N:8]([CH2:9][C:10]2[CH:15]=[CH:14][C:13]([C:16]3[CH:21]=[CH:20][CH:19]=[CH:18][C:17]=3[C:22]3[NH:43][N:42]=[N:41][N:23]=3)=[CH:12][CH:11]=2)[C:7]2[CH:24]=[C:25]([N:31]3[CH2:39][C:38]4[C:33](=[CH:34][CH:35]=[CH:36][CH:37]=4)[C:32]3=[O:40])[CH:26]=[C:27]([CH:28]([CH3:29])[CH3:30])[C:6]=2[N:5]=1)[CH2:2][CH3:3] |f:1.2|. Reported procedure: Prepared analogously to Example 10 from 4'-[[2-n-propyl-4-isopropyl-6-(1-oxo-isoindolin-2-yl)-benzimidazol-1-yl]-methyl]-2- cyano-biphenyl and sodium azide in dimethylformamide.